From a dataset of the Open Reaction Database (ORD), a public repository of structured organic reaction records. describe an organic reaction: reactants, conditions, products, and yield Reactants: Cc1noc(C)c1CCl, CC(CO)Nc1nc(S)nc2nc(N)sc12. Product: Cc1noc(C)c1CSc1nc(NC(C)CO)c2sc(N)nc2n1. As a reaction SMILES: [CH3:17][c:18]1[n:19][o:20][c:21]([CH3:25])[c:22]1[CH2:23][Cl:24].[NH2:1][c:2]1[s:3][c:4]2[c:5]([n:6][c:7]([SH:15])[n:8][c:9]2[NH:10][CH:11]([CH2:12][OH:13])[CH3:14])[n:16]1>>[NH2:1][c:2]1[s:3][c:4]2[c:5]([n:6][c:7]([S:15][CH2:23][c:22]3[c:18]([CH3:17])[n:19][o:20][c:21]3[CH3:25])[n:8][c:9]2[NH:10][CH:11]([CH2:12][OH:13])[CH3:14])[n:16]1. Reactants: [BH4-], CC(=O)N1CCc2cc(S(=O)(=O)C[N+](=O)[O-])ccc21, CCCC[N+](CCCC)(CCCC)CCCC, ClCCl. Yields the product CCN1CCc2cc(S(=O)(=O)C[N+](=O)[O-])ccc21. Reaction SMILES: [BH4-:1].[C:19]([CH3:20])(=[O:21])[N:22]1[CH2:23][CH2:24][c:25]2[cH:26][c:27]([S:31](=[O:32])(=[O:33])[CH2:34][N+:35](=[O:36])[O-:37])[cH:28][cH:29][c:30]21.[CH2:2]([N+:3]([CH2:4][CH2:5][CH2:6][CH3:7])([CH2:8][CH2:9][CH2:10][CH3:11])[CH2:12][CH2:13][CH2:14][CH3:15])[CH2:16][CH2:17][CH3:18].[Cl:38][CH2:39][Cl:40]>>[CH2:19]([CH3:20])[N:22]1[CH2:23][CH2:24][c:25]2[cH:26][c:27]([S:31](=[O:32])(=[O:33])[CH2:34][N+:35](=[O:36])[O-:37])[cH:28][cH:29][c:30]21. Starting materials: CC1=C(C(=CC(=C1)C)C)O (2,4,6-Trimethylphenol), C[O-].[Na+] (sodium methoxide), ClC=1C2=C(N=C(N1)C)N(N=N2)C(CC)CC (7-chloro-3-(1-ethylpropyl)-5-methyl-3H-1,2,3-triazolo[4,5-d]pyrimidine). Run in C(C)#N (acetonitrile), C(C)#N (acetonitrile). Conditions: temperature 2.5 celsius, time 3 hour. Product: C(C)C(CC)N1N=NC2=C1N=C(N=C2OC2=C(C=C(C=C2C)C)C)C (3-(1-Ethylpropyl)-5-methyl-7-(2,4,6-trimethylphenoxy)-3H-1,2,3-triazolo[4,5-d]pyrimidine). RXN SMILES: [CH3:1][C:2]1[CH:7]=[C:6]([CH3:8])[CH:5]=[C:4]([CH3:9])[C:3]=1[OH:10].C[O-].[Na+].Cl[C:15]1[C:16]2[N:24]=[N:23][N:22]([CH:25]([CH2:28][CH3:29])[CH2:26][CH3:27])[C:17]=2[N:18]=[C:19]([CH3:21])[N:20]=1>C(#N)C>[CH2:26]([CH:25]([N:22]1[C:17]2[N:18]=[C:19]([CH3:21])[N:20]=[C:15]([O:10][C:3]3[C:4]([CH3:9])=[CH:5][C:6]([CH3:8])=[CH:7][C:2]=3[CH3:1])[C:16]=2[N:24]=[N:23]1)[CH2:28][CH3:29])[CH3:27] |f:1.2|. Reported procedure: 2,4,6-Trimethylphenol (0.114) was added to a solution of sodium methoxide (0.334 g) methanol (10 mL) and the resulting solution was evaporated to dryness under reduced pressure. The salt thus obtained was taken up in 10 mL of acetonitrile and added dropwise by to a cold solution (0-5° C.) of 7-chloro-3-(1-ethylpropyl)-5-methyl-3H-1,2,3-triazolo[4,5-d]pyrimidine in 35 mL of acetonitrile, such that the temperature did not rise above 5° C. The mixture was stirred at 0-5° C. for 3 hours. The solvent... Reactants: CS(=O)(=O)O (Methanesulfonic acid), CC1COCCC1=O (3-methyltetrahydro-4H-pyran-4-one), [N-]=[N+]=[N-].[Na+] (Sodium azide). Run in COCCOC (DME). Conditions: temperature 23 celsius, time 20 hour. The product is CC1COCCC(N1)=O (3-methyl-1,4-oxazepan-5-one). As a reaction SMILES: CS(O)(=O)=O.[CH3:6][CH:7]1[C:12](=[O:13])[CH2:11][CH2:10][O:9][CH2:8]1.[N-:14]=[N+]=[N-].[Na+]>COCCOC>[CH3:6][CH:7]1[NH:14][C:12](=[O:13])[CH2:11][CH2:10][O:9][CH2:8]1 |f:2.3|. Reported procedure: Methanesulfonic acid (20 mL) was added to a solution of 3-methyltetrahydro-4H-pyran-4-one (4-1, prepared by the method of Smith, A. B. et al. J. Am. Chem. Soc. 1991, 113, 2071, 3.00 g, 26.3 mmol, 1 equiv) in DME (30 mL) at −40° C. Sodium azide (5.13 g, 79.0 mmol, 3.00 equiv) was added in four equal portions over 30 min as cooling was maintained. The cold bath was then removed and the reaction mixture was warmed to 23° C. and stirred for 20 h. The mixture was diluted with DME (20 mL) and basified...